From a dataset of the Open Reaction Database (ORD), a public repository of structured organic reaction records. describe an organic reaction: reactants, conditions, products, and yield Starting materials: Cl.C(C)N(CC)CC1=CC=C(C(=O)O)C=C1 (4-diethylaminomethyl benzoic acid hydrochloride), N,N'-carbonyldiimidazole, O1CCOCC1 (dioxane), crude product, crude product, C1(CCCC1)N1NC(=C2C1=NC(=NC2=O)CC2=CC=C(C=C2)O)CC (1-cyclopentyl-3-ethyl-6-(4-hydroxyphenylmethyl)pyrazolo[3,4-d]pyrimidin-4-one), O1CCOCC1 (dioxane), O (water). Run in C(C)(=O)OCC (ethyl acetate). Product: C1(CCCC1)N1NC(=C2C1=NC(=NC2=O)CC2=CC=C(C=C2)OC(=O)C2=CC=C(C=C2)CN(CC)CC)CC (1-cyclopentyl-3-ethyl-6-[4-[4-(diethylaminomethyl)phenylcarbonyloxy]phenylmethyl]pyrazolo[3,4-d]pyrimidin-4-one). The yield is 58.1%. Reaction SMILES: Cl.[CH2:2]([N:4]([CH2:7][C:8]1[CH:16]=[CH:15][C:11]([C:12]([OH:14])=[O:13])=[CH:10][CH:9]=1)[CH2:5][CH3:6])[CH3:3].O1CCOCC1.[CH:23]1([N:28]2[C:32]3=[N:33][C:34]([CH2:38][C:39]4[CH:44]=[CH:43][C:42](O)=[CH:41][CH:40]=4)=[N:35][C:36](=[O:37])[C:31]3=[C:30]([CH2:46][CH3:47])[NH:29]2)[CH2:27][CH2:26][CH2:25][CH2:24]1.O>C(OCC)(=O)C>[CH:23]1([N:28]2[C:32]3=[N:33][C:34]([CH2:38][C:39]4[CH:40]=[CH:41][C:42]([O:13][C:12]([C:11]5[CH:10]=[CH:9][C:8]([CH2:7][N:4]([CH2:5][CH3:6])[CH2:2][CH3:3])=[CH:16][CH:15]=5)=[O:14])=[CH:43][CH:44]=4)=[N:35][C:36](=[O:37])[C:31]3=[C:30]([CH2:46][CH3:47])[NH:29]2)[CH2:24][CH2:25][CH2:26][CH2:27]1 |f:0.1|. Reported procedure: A mixture of 4-diethylaminomethyl benzoic acid hydrochloride (360 mg, 1.5 mmol), N,N'-carbonyldiimidazole (264 mg, 1.5 mmol) and dioxane (20 ml) was heated on an oil bath for 1 hour. The reaction mixture was cooled to room temperature and 1-cyclopentyl-3-ethyl-6-(4-hydroxyphenylmethyl)pyrazolo[3,4-d]pyrimidin-4-one (500 mg, 105 mmol) and dioxane (10 ml) were added and the reaction mixture was heated at 100° C. overnight. The reaction mixture was cooled, the solvent was stripped and then water an... Reactants: Cc1c(F)c(N2CC(C)C(NC(=O)OC(C)(C)C)C2)cc2c1c(=O)c(C(=O)O)cn2C1CC1, CCO, Cl. Yields the product Cl, Cc1c(F)c(N2CC(C)C(N)C2)cc2c1c(=O)c(C(=O)O)cn2C1CC1. As a reaction SMILES: [C:1]([O:2][C:3](=[O:4])[NH:8][CH:9]1[CH2:10][N:11]([c:15]2[c:16]([F:33])[c:17]([CH3:32])[c:18]3[c:19](=[O:31])[c:20]([C:28](=[O:29])[OH:30])[cH:21][n:22]([CH:25]4[CH2:26][CH2:27]4)[c:23]3[cH:24]2)[CH2:12][CH:13]1[CH3:14])([CH3:5])([CH3:6])[CH3:7].[CH3:35][CH2:36][OH:37].[ClH:34]>>[ClH:34].[NH2:8][CH:9]1[CH2:10][N:11]([c:15]2[c:16]([F:33])[c:17]([CH3:32])[c:18]3[c:19](=[O:31])[c:20]([C:28](=[O:29])[OH:30])[cH:21][n:22]([CH:25]4[CH2:26][CH2:27]4)[c:23]3[cH:24]2)[CH2:12][CH:13]1[CH3:14].